From a dataset of the Open Reaction Database (ORD), a public repository of structured organic reaction records. describe an organic reaction: reactants, conditions, products, and yield Procedure details: The protected amide from (a)(1.4 g) was deprotected with aqueous trifluoroacetic acid (10 ml) as in Example 7(b). Chromatography on silica in chloroform:methanol:acetic acid: water 120:36:2:3 gave a gum (1.1 g). Rf3A=0.61, Rf7B=0.71 Starting materials: amide, C(CC)SCCNC([C@@H](N(C)C(=O)OC(C)(C)C)CC1=CC=CC=C1)=O (t-Butyloxycarbonyl-N-methyl-L-phenylalanine 2-propylthioethylamide), FC(C(=O)O)(F)F (trifluoroacetic acid). The solvent is C(Cl)(Cl)Cl.CO.C(C)(=O)O.O (chloroform methanol acetic acid water). RXN SMILES: [CH2:1]([S:4][CH2:5][CH2:6][NH:7][C:8](=[O:26])[C@H:9]([CH2:19][C:20]1[CH:25]=[CH:24][CH:23]=[CH:22][CH:21]=1)[N:10](C(OC(C)(C)C)=O)[CH3:11])[CH2:2][CH3:3].[F:27][C:28]([F:33])([F:32])[C:29]([OH:31])=[O:30]>C(Cl)(Cl)Cl.CO.C(O)(=O)C.O>[F:27][C:28]([F:33])([F:32])[C:29]([OH:31])=[O:30].[CH2:1]([S:4][CH2:5][CH2:6][NH:7][C:8](=[O:26])[C@H:9]([CH2:19][C:20]1[CH:21]=[CH:22][CH:23]=[CH:24][CH:25]=1)[NH:10][CH3:11])[CH2:2][CH3:3] |f:2.3.4.5,6.7|. The product is FC(C(=O)O)(F)F.C(CC)SCCNC([C@@H](NC)CC1=CC=CC=C1)=O (N-Methyl-L-phenylalanine 2-propylthioethylamide trifluoracetate). Starting materials: NC1=CC=C(C=C1)N1N=NC(=C1CCC)C(=O)NC1CC1 (1-(4-aminophenyl)-N-cyclopropyl-5-propyl-1H-1,2,3-triazole-4-carboxamide), C1(CCC(=O)O1)=O (succinic anhydride), C(C)OCC (Diethyl ether). Solvent: C(Cl)(Cl)Cl (chloroform). Conditions: time 3 day. Product: C1(CC1)NC(=O)C=1N=NN(C1CCC)C1=CC=C(C=C1)NC(CCC(=O)O)=O (4-[(4-{4-[(cyclopropylamino)carbonyl]-5-propyl-1H-1,2,3-triazol-1-yl}phenyl)amino]-4-oxobutanoic acid). Yield: 51929.6%. Reaction SMILES: [NH2:1][C:2]1[CH:7]=[CH:6][C:5]([N:8]2[C:12]([CH2:13][CH2:14][CH3:15])=[C:11]([C:16]([NH:18][CH:19]3[CH2:21][CH2:20]3)=[O:17])[N:10]=[N:9]2)=[CH:4][CH:3]=1.[C:22]1(=[O:28])[O:27][C:25](=[O:26])[CH2:24][CH2:23]1.C(OCC)C>C(Cl)(Cl)Cl>[CH:19]1([NH:18][C:16]([C:11]2[N:10]=[N:9][N:8]([C:5]3[CH:6]=[CH:7][C:2]([NH:1][C:22](=[O:28])[CH2:23][CH2:24][C:25]([OH:27])=[O:26])=[CH:3][CH:4]=3)[C:12]=2[CH2:13][CH2:14][CH3:15])=[O:17])[CH2:20][CH2:21]1. Procedure: To a solution of 1-(4-aminophenyl)-N-cyclopropyl-5-propyl-1H-1,2,3-triazole-4-carboxamide (0.14 g) obtained in Example 1d) in chloroform (10 ml) was added succinic anhydride (0.06 mg), and the mixture was stirred at room temperature for 3 days. Diethyl ether was added to the reaction mixture, and the precipitated crystals were collected by filtration and washed with diethyl ether to give the title compound as a pale-brown powder (0.12 g, 63%). Starting materials: [N+](=O)(O)[O-] (nitric acid), BrC1=CC=C(C(=O)C(CC(=O)O)C)C=C1 (3-(4-bromobenzoyl)butyric acid). Solvent: ice water. Reaction conditions: time 2 hour. Yields the product BrC1=C(C=C(C(=O)C(CC(=O)O)C)C=C1)[N+](=O)[O-] (3-(4-bromo-3-nitrobenzoyl)butyric acid). The yield is 77.0%. As a reaction SMILES: [N+:1]([O-:4])(O)=[O:2].[Br:5][C:6]1[CH:19]=[CH:18][C:9]([C:10]([CH:12]([CH3:17])[CH2:13][C:14]([OH:16])=[O:15])=[O:11])=[CH:8][CH:7]=1>>[Br:5][C:6]1[CH:7]=[CH:8][C:9]([C:10]([CH:12]([CH3:17])[CH2:13][C:14]([OH:16])=[O:15])=[O:11])=[CH:18][C:19]=1[N+:1]([O-:4])=[O:2]. Procedure: To 300 ml of fuming nitric acid was added by small portions 51 g of 3-(4-bromobenzoyl)butyric acid with stirring over 2 hours, during which the internal temperature of the reaction mixture was maintained at 10° to 20° C. The resulting mixture was poured into 1 liter of ice water and then extracted with chloroform. The chloroform layer was washed with water and concentrated. The residue was crystallized from water to give 46 g (77%) of 3-(4-bromo-3-nitrobenzoyl)butyric acid [Compound a; Compound ...